describe an organic reaction: reactants, conditions, products, and yield From a dataset of the Open Reaction Database (ORD), a public repository of structured organic reaction records. Reactants: CC=1C=C(C(=O)C2=CNC3=CC=C(N=C3C2=O)C)C=CC1C (3-(3,4-Dimethyl-benzoyl)-6-methyl-1H-[1,5]naphthyridin-4-one), [H-].[Na+] (sodium hydride), CC1=NC(=CC=C1)CBr (2-methyl-6-bromomethyl-pyridine). The solvent is CN(C=O)C (N,N-dimethylformamide). The product is CC=1C=C(C(=O)C2=CN(C3=CC=C(N=C3C2=O)C)CC2=NC(=CC=C2)C)C=CC1C (3-(3,4-Dimethyl-benzoyl)-6-methyl-1-(6-methyl-pyridin-2-ylmethyl)-1H-[1,5]naphthyridin-4-one). Reaction SMILES: [CH3:1][C:2]1[CH:3]=[C:4]([CH:19]=[CH:20][C:21]=1[CH3:22])[C:5]([C:7]1[C:16](=[O:17])[C:15]2[C:10](=[CH:11][CH:12]=[C:13]([CH3:18])[N:14]=2)[NH:9][CH:8]=1)=[O:6].[H-].[Na+].[CH3:25][C:26]1[CH:31]=[CH:30][CH:29]=[C:28]([CH2:32]Br)[N:27]=1>CN(C)C=O>[CH3:1][C:2]1[CH:3]=[C:4]([CH:19]=[CH:20][C:21]=1[CH3:22])[C:5]([C:7]1[C:16](=[O:17])[C:15]2[C:10](=[CH:11][CH:12]=[C:13]([CH3:18])[N:14]=2)[N:9]([CH2:25][C:26]2[CH:31]=[CH:30][CH:29]=[C:28]([CH3:32])[N:27]=2)[CH:8]=1)=[O:6] |f:1.2|. Reported procedure: Experimental conditions analogous to those described for Step 3 of Example 1 were used with 65 mg (0.222 mmol) of 3-(3,4-Dimethyl-benzoyl)-6-methyl-1H-[1,5]naphthyridin-4-one, 11 mg (0.267 mmol, 60% dispersion in oil) of sodium hydride, 49.6 mg (0.267 mmol) of 2-methyl-6-bromomethyl-pyridine and 2.0 mL of N,N-dimethylformamide. The crude brown solid was purified by reverse phase HPLC with a C18 column, gradient of 20-70% acetonitrile—0.1% TFA to yield 3-(3,4-Dimethyl-benzoyl)-6-methyl-1-(6-methy...